Dataset: the Open Reaction Database (ORD), a public repository of structured organic reaction records. Task: describe an organic reaction: reactants, conditions, products, and yield The reactants are COc1ccc2ncc(=O)n(CCN3CCCC(CNC(=O)OCc4ccccc4)C3)c2n1, CO, O=[Mn]=O. Yields the product COc1ccc2ncc(=O)n(CCN3CCCC(CN)C3)c2n1. RXN SMILES: [CH3:1][O:2][c:3]1[cH:4][cH:5][c:6]2[c:7]([n:8]([CH2:13][CH2:14][N:15]3[CH2:16][CH:17]([CH2:21][NH:22][C:23](=[O:24])[O:25][CH2:26][c:27]4[cH:28][cH:29][cH:30][cH:31][cH:32]4)[CH2:18][CH2:19][CH2:20]3)[c:9](=[O:12])[cH:10][n:11]2)[n:33]1.[CH3:34][OH:35].[O:36]=[Mn:37]=[O:38]>>[CH3:1][O:2][c:3]1[cH:4][cH:5][c:6]2[c:7]([n:8]([CH2:13][CH2:14][N:15]3[CH2:16][CH:17]([CH2:21][NH2:22])[CH2:18][CH2:19][CH2:20]3)[c:9](=[O:12])[cH:10][n:11]2)[n:33]1. The reactants are BrC=1C=CC(=NC1)C (5-bromo-2-methyl-pyridine), B(OC(C)C)(OC(C)C)OC(C)C (tri-isopropyl borate), C(CCC)[Li] (n-butyl lithium), CCCCCC (hexane). Solvent: C(C)OCC (diethyl ether). Run at temperature -78 celsius, time 90 minute. Product: CC1=NC=C(C=C1)B(O)O (2-Methyl-5-pyridinylboronic acid). As a reaction SMILES: Br[C:2]1[CH:3]=[CH:4][C:5]([CH3:8])=[N:6][CH:7]=1.C([Li])CCC.CCCCCC.[B:20](OC(C)C)([O:25]C(C)C)[O:21]C(C)C>C(OCC)C>[CH3:8][C:5]1[CH:4]=[CH:3][C:2]([B:20]([OH:25])[OH:21])=[CH:7][N:6]=1. Reported procedure: To a stirred solution of 5-bromo-2-methyl-pyridine (992 mg, 5.8 mmol) in diethyl ether (5 mL) was slowly added n-butyl lithium in hexane (1.4 M, 5 mL, 7 mmol) at −78° C. over a span of 10 minutes under nitrogen atmosphere. The reaction mixture was stirred at −78° C. for 90 minutes. At this time, tri-isopropyl borate (1.30 g, 6.9 mmol) was slowly added, and the resulting mixture was allowed to warm to room temperature and stirred for an additional 90 minutes. The reaction was quenched with 5% aqu... As a reaction SMILES: [C:1]1([C:7]2[CH:8]=[C:9]([N:17]3[CH2:22][CH2:21][NH:20][CH2:19][CH2:18]3)[C:10]3[C:15]([CH:16]=2)=[CH:14][CH:13]=[CH:12][CH:11]=3)[CH:6]=[CH:5][CH:4]=[CH:3][CH:2]=1.C(=O)([O-])[O-].[K+].[K+].[Cl:29][CH2:30][C:31]1[CH:36]=[CH:35][C:34]([CH3:37])=[CH:33][CH:32]=1.[ClH:38]>C(#N)C.CC(C)=O.C(OCC)C>[ClH:29].[ClH:38].[CH3:30][C:31]1[CH:36]=[CH:35][C:34]([CH2:37][N:20]2[CH2:21][CH2:22][N:17]([C:9]3[C:10]4[C:15](=[CH:14][CH:13]=[CH:12][CH:11]=4)[CH:16]=[C:7]([C:1]4[CH:6]=[CH:5][CH:4]=[CH:3][CH:2]=4)[CH:8]=3)[CH2:18][CH2:19]2)=[CH:33][CH:32]=1 |f:1.2.3,9.10.11|. Reaction conditions: temperature 5 celsius, time 16 hour. Procedure: To a stirred solution of 3-phenyl-1-(1-piperazinyl)-naphthalene (17.9 g) in acetonitrile (280 cc), there is added potassium carbonate (8.6 g) and then, in the course of 20 minutes, a solution of α-chloro-p-xylene (8.7 g) in acetonitrile (50 cc), at a temperature in the region of 20° C., and stirring is continued for 16 hours. The insoluble material which is formed is separated by filtration. The solution obtained is evaporated under reduced pressure (20 mm Hg; 2.7 kPa) at 40° C. The residue is d... Starting materials: ClCC1=CC=C(C=C1)C (α-chloro-p-xylene), C1(=CC=CC=C1)C=1C=C(C2=CC=CC=C2C1)N1CCNCC1 (3-phenyl-1-(1-piperazinyl)-naphthalene), C([O-])([O-])=O.[K+].[K+] (potassium carbonate), solution, Cl (hydrochloric acid). Product: Cl.Cl.CC1=CC=C(CN2CCN(CC2)C2=CC(=CC3=CC=CC=C23)C2=CC=CC=C2)C=C1 (1-[4-(4-Methylbenzyl)-1-piperazinyl]-3-phenylnaphthalene dihydrochloride). Run in C(C)#N (acetonitrile), CC(=O)C (acetone), C(C)#N (acetonitrile), C(C)OCC (ethyl ether). Starting materials: CC[O-], CCO, O=C1CC(CCc2ccccc2)Oc2ccc(F)cc21, [Na+], [Na], C1CCOC1, [C-]#[N+]CS(=O)(=O)c1ccccc1C. Yields the product N#CC1CC(CCc2ccccc2)Oc2ccc(F)cc21. Reaction SMILES: [CH3:35][CH2:36][O-:37].[CH3:44][CH2:45][OH:46].[F:1][c:2]1[cH:3][cH:4][c:5]2[c:6]([cH:20]1)[C:7](=[O:19])[CH2:8][CH:9]([CH2:11][CH2:12][c:13]1[cH:14][cH:15][cH:16][cH:17][cH:18]1)[O:10]2.[Na+:34].[Na:38].[O:39]1[CH2:40][CH2:41][CH2:42][CH2:43]1.[c:21]1([CH3:22])[c:23]([S:24](=[O:26])(=[O:27])[CH2:30][N+:31]#[C-:25])[cH:28][cH:29][cH:32][cH:33]1>>[F:1][c:2]1[cH:3][cH:4][c:5]2[c:6]([cH:20]1)[CH:7]([C:30]#[N:31])[CH2:8][CH:9]([CH2:11][CH2:12][c:13]1[cH:14][cH:15][cH:16][cH:17][cH:18]1)[O:10]2. The reactants are C(C)OCC (diethyl ether), BrC1=C(C=C(C=O)C=C1)F (4-bromo-3-fluorobenzaldehyde), C[Si](C)(C)C#C (trimethylsilylacetylene), dichloride, cuprous iodide. Solvent: C(C)N(CC)CC (triethylamine). Conditions: time 8 hour. Product: FC=1C=C(C=O)C=CC1C#C[Si](C)(C)C (3-fluoro-4-trimethylsilylethynylbenzaldehyde). Reaction SMILES: Br[C:2]1[CH:9]=[CH:8][C:5]([CH:6]=[O:7])=[CH:4][C:3]=1[F:10].[CH3:11][Si:12]([C:15]#[CH:16])([CH3:14])[CH3:13].C(OCC)C>C(N(CC)CC)C>[F:10][C:3]1[CH:4]=[C:5]([CH:8]=[CH:9][C:2]=1[C:16]#[C:15][Si:12]([CH3:14])([CH3:13])[CH3:11])[CH:6]=[O:7]. Procedure details: To a stirred solution of 4-bromo-3-fluorobenzaldehyde (6 g) in triethylamine (60 ml) was added trimethylsilylacetylene (4.6 ml), bis-triphenylphosphinepalladium dichloride (331 mg) and cuprous iodide (130 mg). The resulting mixture was allowed to stir overnight at room temperature under a nitrogen atmosphere. After this time, diethyl ether was added and the mixture was filtered. The filtrate was washed with water and brine before drying over anhydrous magnesium sulphate and evaporation in vacuo.... Starting materials: [Br-], CCCC[N+](CCCC)(CCCC)CCCC, C1CCOC1, O=S(=O)([O-])CCc1coc(C=Cc2ccc(C(F)(F)F)cc2)n1, [Na+], [OH-], Oc1ccc(CCCCn2ccnn2)cc1. Product: FC(F)(F)c1ccc(C=Cc2nc(COc3ccc(CCCCn4ccnn4)cc3)co2)cc1. As a reaction SMILES: [Br-:42].[CH2:43]([N+:44]([CH2:45][CH2:46][CH2:47][CH3:48])([CH2:49][CH2:50][CH2:51][CH3:52])[CH2:53][CH2:54][CH2:55][CH3:56])[CH2:57][CH2:58][CH3:59].[CH2:60]1[O:61][CH2:62][CH2:63][CH2:64]1.[F:1][C:2]([c:3]1[cH:4][cH:5][c:6]([CH:9]=[CH:10][c:11]2[o:12][cH:13][c:14]([CH2:16][CH2:17][S:18]([O-:19])(=[O:20])=[O:21])[n:15]2)[cH:7][cH:8]1)([F:22])[F:23].[Na+:41].[OH-:40].[n:24]1([CH2:29][CH2:30][CH2:31][CH2:32][c:33]2[cH:34][cH:35][c:36]([OH:39])[cH:37][cH:38]2)[n:25][n:26][cH:27][cH:28]1>>[F:1][C:2]([c:3]1[cH:4][cH:5][c:6]([CH:9]=[CH:10][c:11]2[o:12][cH:13][c:14]([CH2:16][O:39][c:36]3[cH:35][cH:34][c:33]([CH2:32][CH2:31][CH2:30][CH2:29][n:24]4[n:25][n:26][cH:27][cH:28]4)[cH:38][cH:37]3)[n:15]2)[cH:7][cH:8]1)([F:22])[F:23]. Reactants: O=C([O-])[O-], C1CCOC1, COc1cc(C(=O)N2CCC(CCCS(=O)(=O)[O-])(c3ccc(Cl)c(Cl)c3)C2)cc(OC)c1OC, Cl, [K+], [K+], O, NC(=O)C1(c2ccccc2)CCNCC1. The product is COc1cc(C(=O)N2CCC(CCN3CCC(C(N)=O)(c4ccccc4)CC3)(c3ccc(Cl)c(Cl)c3)C2)cc(OC)c1OC. Reaction SMILES: [C:51](=[O:52])([O-:53])[O-:54].[CH2:57]1[O:58][CH2:59][CH2:60][CH2:61]1.[Cl:1][c:2]1[cH:3][c:4]([C:9]2([CH2:28][CH2:29][CH2:30][S:31]([O-:32])(=[O:33])=[O:34])[CH2:10][N:11]([C:14]([c:15]3[cH:16][c:17]([O:25][CH3:26])[c:18]([O:23][CH3:24])[c:19]([O:21][CH3:22])[cH:20]3)=[O:27])[CH2:12][CH2:13]2)[cH:5][cH:6][c:7]1[Cl:8].[ClH:35].[K+:55].[K+:56].[OH2:62].[c:36]1([C:42]2([C:48](=[O:49])[NH2:50])[CH2:43][CH2:44][NH:45][CH2:46][CH2:47]2)[cH:37][cH:38][cH:39][cH:40][cH:41]1>>[Cl:1][c:2]1[cH:3][c:4]([C:9]2([CH2:28][CH2:29][N:45]3[CH2:44][CH2:43][C:42]([c:36]4[cH:37][cH:38][cH:39][cH:40][cH:41]4)([C:48](=[O:49])[NH2:50])[CH2:47][CH2:46]3)[CH2:10][N:11]([C:14]([c:15]3[cH:16][c:17]([O:25][CH3:26])[c:18]([O:23][CH3:24])[c:19]([O:21][CH3:22])[cH:20]3)=[O:27])[CH2:12][CH2:13]2)[cH:5][cH:6][c:7]1[Cl:8]. Starting materials: BrC1=C(C=C(C=C1)F)CO ((2-bromo-5-fluorophenyl)methanol), C([O-])([O-])=O.[K+].[K+] (potassium carbonate), O (water), NC1=NC2=CC=C(C=C2C(=N1)C(=O)N1CC2=CC=CC=C2C1)B1OC(C(O1)(C)C)(C)C ([2-amino-6-(4,4,5,5-tetramethyl-1,3,2-dioxaborolan-2-yl)quinazolin-4-yl]-(1,3-dihydroisoindol-2-yl)methanone). The reagents and catalysts are C1=CC=C(C=C1)P([C-]2C=CC=C2)C3=CC=CC=C3.C1=CC=C(C=C1)P([C-]2C=CC=C2)C3=CC=CC=C3.Cl[Pd]Cl.[Fe+2] ([1,1′-bis(diphenylphosphino)ferrocene]palladium(II) dichloride). The solvent is C(C)O (ethanol). Conditions: temperature 120 celsius. Product: NC1=NC2=CC=C(C=C2C(=N1)C(=O)N1CC2=CC=CC=C2C1)C1=C(C=C(C=C1)F)CO ([2-Amino-6-[4-fluoro-2-(hydroxymethyl)phenyl]quinazolin-4-yl]isoindolin-2-ylmethanone). RXN SMILES: Br[C:2]1[CH:7]=[CH:6][C:5]([F:8])=[CH:4][C:3]=1[CH2:9][OH:10].C(=O)([O-])[O-].[K+].[K+].O.[NH2:18][C:19]1[N:28]=[C:27]([C:29]([N:31]2[CH2:39][C:38]3[C:33](=[CH:34][CH:35]=[CH:36][CH:37]=3)[CH2:32]2)=[O:30])[C:26]2[C:21](=[CH:22][CH:23]=[C:24](B3OC(C)(C)C(C)(C)O3)[CH:25]=2)[N:20]=1>C(O)C.C1C=CC(P(C2C=CC=CC=2)[C-]2C=CC=C2)=CC=1.C1C=CC(P(C2C=CC=CC=2)[C-]2C=CC=C2)=CC=1.Cl[Pd]Cl.[Fe+2]>[NH2:18][C:19]1[N:28]=[C:27]([C:29]([N:31]2[CH2:32][C:33]3[C:38](=[CH:37][CH:36]=[CH:35][CH:34]=3)[CH2:39]2)=[O:30])[C:26]2[C:21](=[CH:22][CH:23]=[C:24]([C:2]3[CH:7]=[CH:6][C:5]([F:8])=[CH:4][C:3]=3[CH2:9][OH:10])[CH:25]=2)[N:20]=1 |f:1.2.3,7.8.9.10|. Procedure details: 74 mg of (2-bromo-5-fluorophenyl)methanol, 100 mg of potassium carbonate, 1 ml of water and 15 mg of [1,1′-bis(diphenylphosphino)ferrocene]palladium(II) dichloride are added to a solution of 150 mg of [2-amino-6-(4,4,5,5-tetramethyl-1,3,2-dioxaborolan-2-yl)quinazolin-4-yl]-(1,3-dihydroisoindol-2-yl)methanone in 3 ml of ethanol under argon. The mixture is heated at 120° C. for min; the hot mixture is filtered through kieselguhr, and the filtrate is evaporated in vacuo. The residue is purified by ... Starting materials: FC1=C(C=C(C=C1)F)[N+](=O)[O-] (1,4-difluoro-2-nitrobenzene), NCCO (2-amino ethanol). The product is FC1=CC(=C(C=C1)NCCO)[N+](=O)[O-] (2-[(4-fluoro-2-nitrophenyl)amino]ethanol). Reaction SMILES: F[C:2]1[CH:7]=[CH:6][C:5]([F:8])=[CH:4][C:3]=1[N+:9]([O-:11])=[O:10].[NH2:12][CH2:13][CH2:14][OH:15]>>[F:8][C:5]1[CH:6]=[CH:7][C:2]([NH:12][CH2:13][CH2:14][OH:15])=[C:3]([N+:9]([O-:11])=[O:10])[CH:4]=1. Procedure: This compound was prepared from 1,4-difluoro-2-nitrobenzene (21.8 ml, 100 mmol) and 2-amino ethanol (10 ml, 300 mmol) using analogous procedure described in Step A of Example 3. Yield (19.2 g, 96%). Isolated yield 90.5%. The reactants are C(C)OC(=O)C1=NC=2C(=NC3=C(NC2S1)C=CC=C3)N3C[C@@H](NCC3)CCOC ((S)-10-[3-(2-methoxy-ethyl)-piperazin-1-yl]-4H-3-thia-1,4,9-triaza-benzo[f]azulene-2-carboxylic acid ethyl ester), C=O (formaldehyde), C(C)(=O)O[BH-](OC(C)=O)OC(C)=O.[Na+] (sodium triacetoxyborohydride). Yields the product C(C)OC(=O)C1=NC=2C(=NC3=C(NC2S1)C=CC=C3)N3C[C@@H](N(CC3)C)CCOC ((5)-10-[3-(2-methoxy-ethyl)-4-methyl-piperazin-1-yl]-4H-3-thia-1,4,9-triaza-benzo[f]azulene-2-carboxylic acid ethyl ester). Procedure: Using the method of Example 322, using (S)-10-[3-(2-methoxy-ethyl)-piperazin-1-yl]-4H-3-thia-1,4,9-triaza-benzo[f]azulene-2-carboxylic acid ethyl ester (300 mg, 0.72 mmol), formaldehyde (37%, w/w, aq) (72.9 mg, 0.90 mmol) and sodium triacetoxyborohydride (228.9 mg, 1.08 mmol) gives 280 mg (yield 90%) of (5)-10-[3-(2-methoxy-ethyl)-4-methyl-piperazin-1-yl]-4H-3-thia-1,4,9-triaza-benzo[f]azulene-2-carboxylic acid ethyl ester: mass spectrum (electrospray) (m/e): 430.0 (M+1), 428.1 (M−1); 1H NMR (40... As a reaction SMILES: [CH2:1]([O:3][C:4]([C:6]1[S:15][C:14]2[NH:13][C:12]3[CH:16]=[CH:17][CH:18]=[CH:19][C:11]=3[N:10]=[C:9]([N:20]3[CH2:25][CH2:24][NH:23][C@@H:22]([CH2:26][CH2:27][O:28][CH3:29])[CH2:21]3)[C:8]=2[N:7]=1)=[O:5])[CH3:2].C=O.[C:32](O[BH-](OC(=O)C)OC(=O)C)(=O)C.[Na+]>>[CH2:1]([O:3][C:4]([C:6]1[S:15][C:14]2[NH:13][C:12]3[CH:16]=[CH:17][CH:18]=[CH:19][C:11]=3[N:10]=[C:9]([N:20]3[CH2:25][CH2:24][N:23]([CH3:32])[C@@H:22]([CH2:26][CH2:27][O:28][CH3:29])[CH2:21]3)[C:8]=2[N:7]=1)=[O:5])[CH3:2] |f:2.3|.